Dataset: the Open Reaction Database (ORD), a public repository of structured organic reaction records. Task: describe an organic reaction: reactants, conditions, products, and yield As a reaction SMILES: Br[C:2]1[CH:7]=[CH:6][C:5]([CH:8]([CH3:22])[C:9]([C:15]2[CH:20]=[CH:19][N:18]=[C:17]([CH3:21])[CH:16]=2)([OH:14])[C:10]([F:13])([F:12])[F:11])=[C:4]([Cl:23])[CH:3]=1.C([O-])([O-])=O.[Cs+].[Cs+].[C:30]([C:33]1[CH:38]=[CH:37][C:36](B(O)O)=[CH:35][CH:34]=1)([OH:32])=[O:31]>O1CCOCC1.C1C=CC([P]([Pd]([P](C2C=CC=CC=2)(C2C=CC=CC=2)C2C=CC=CC=2)([P](C2C=CC=CC=2)(C2C=CC=CC=2)C2C=CC=CC=2)[P](C2C=CC=CC=2)(C2C=CC=CC=2)C2C=CC=CC=2)(C2C=CC=CC=2)C2C=CC=CC=2)=CC=1>[Cl:23][C:4]1[CH:3]=[C:2]([C:36]2[CH:37]=[CH:38][C:33]([C:30]([OH:32])=[O:31])=[CH:34][CH:35]=2)[CH:7]=[CH:6][C:5]=1[CH:8]([CH3:22])[C:9]([OH:14])([C:15]1[CH:20]=[CH:19][N:18]=[C:17]([CH3:21])[CH:16]=1)[C:10]([F:13])([F:12])[F:11] |f:1.2.3,^1:51,53,72,91|. Reagents/catalysts: C=1C=CC(=CC1)[P](C=2C=CC=CC2)(C=3C=CC=CC3)[Pd]([P](C=4C=CC=CC4)(C=5C=CC=CC5)C=6C=CC=CC6)([P](C=7C=CC=CC7)(C=8C=CC=CC8)C=9C=CC=CC9)[P](C=1C=CC=CC1)(C=1C=CC=CC1)C=1C=CC=CC1 (Pd(PPh3)4). Reactants: BrC1=CC(=C(C=C1)C(C(C(F)(F)F)(O)C1=CC(=NC=C1)C)C)Cl (3-(4-bromo-2-chloro-phenyl)-1,1,1-trifluoro-2-(2-methyl-pyridin-4-yl)-butan-2-ol), C(=O)([O-])[O-].[Cs+].[Cs+] (Cs2CO3), C(=O)(O)C1=CC=C(C=C1)B(O)O (4-carboxybenzeneboronic acid). Run in O1CCOCC1 (dioxane). Reported procedure: A mixture of 3-(4-bromo-2-chloro-phenyl)-1,1,1-trifluoro-2-(2-methyl-pyridin-4-yl)-butan-2-ol (10 mg), Pd(PPh3)4 (3 mg), Cs2CO3 (24 mg) and 4-carboxybenzeneboronic acid (CAS Reg. No. 14047-29-1, 8 mg) in dioxane (2 ml) was heated for 30 min at 160° C. in a microwave oven. The mixture was purified by prep. HPLC (C18-column, solvent gradient 30-98% CH3CN in 0.1% HCOOH[aq]) to give the title compound (3 mg) as a light yellow solid. MS (m/e)=450.1 [M+H+]. The product is ClC=1C=C(C=CC1C(C(C(F)(F)F)(C1=CC(=NC=C1)C)O)C)C1=CC=C(C=C1)C(=O)O (3′-Chloro-4′-[3,3,3-trifluoro-2-hydroxy-1-methyl-2-(2-methyl-pyridin-4-yl)-propyl]-biphenyl-4-carboxylic acid).